This data is from the Open Reaction Database (ORD), a public repository of structured organic reaction records. The task is: describe an organic reaction: reactants, conditions, products, and yield Starting materials: CN, CO, CCOC(=O)c1cc2ccsc2s1. Product: CNCc1cc2ccsc2s1. RXN SMILES: [CH3:14][NH2:15].[CH3:16][OH:17].[s:1]1[c:2]([C:9]([O:10][CH2:11][CH3:12])=[O:13])[cH:3][c:4]2[c:5]1[s:6][cH:7][cH:8]2>>[s:1]1[c:2]([CH2:9][NH:15][CH3:14])[cH:3][c:4]2[c:5]1[s:6][cH:7][cH:8]2. Starting materials: COC1=CC=C(C(=O)C2CCN(CC2)CC(=O)O)C=C1 (2-(4-(4-methoxybenzoyl)piperidin-1-yl)acetic acid), C1(CC1)CNCC=1NC(C2=C(N1)CCCCC2)=O (2-((cyclopropylmethylamino)methyl)-6,7,8,9-tetrahydro-3H-cyclohepta[d]pyrimidin-4(5H)-one), C23H38N4O4. Product: C1(CC1)CN(C(CN1CCC(CC1)C(C1=CC=C(C=C1)OC)=O)=O)CC=1NC(C2=C(N1)CCCCC2)=O (N-(Cyclopropylmethyl)-2-(4-(4-methoxybenzoyl)piperidin-1-yl)-N-((4-oxo-4,5,6,7,8,9-hexahydro-3H-cyclohepta[d]pyrimidin-2-yl)methyl)acetamide). The yield is 7.9%. Reaction SMILES: [CH3:1][O:2][C:3]1[CH:20]=[CH:19][C:6]([C:7]([CH:9]2[CH2:14][CH2:13][N:12]([CH2:15][C:16]([OH:18])=O)[CH2:11][CH2:10]2)=[O:8])=[CH:5][CH:4]=1.[CH:21]1([CH2:24][NH:25][CH2:26][C:27]2[NH:28][C:29](=[O:38])[C:30]3[CH2:37][CH2:36][CH2:35][CH2:34][CH2:33][C:31]=3[N:32]=2)[CH2:23][CH2:22]1>>[CH:21]1([CH2:24][N:25]([CH2:26][C:27]2[NH:28][C:29](=[O:38])[C:30]3[CH2:37][CH2:36][CH2:35][CH2:34][CH2:33][C:31]=3[N:32]=2)[C:16](=[O:18])[CH2:15][N:12]2[CH2:11][CH2:10][CH:9]([C:7](=[O:8])[C:6]3[CH:5]=[CH:4][C:3]([O:2][CH3:1])=[CH:20][CH:19]=3)[CH2:14][CH2:13]2)[CH2:23][CH2:22]1. Procedure details: The title compound (18 mg, 8% yield) was prepared following the general procedures of Example 1 from 2-(4-(4-methoxybenzoyl)piperidin-1-yl)acetic acid (124 mg, 0.45 mmol) and 2-((cyclopropylmethylamino)methyl)-6,7,8,9-tetrahydro-3H-cyclohepta[d]pyrimidin-4(5H)-one (104 mg, 0.45 mmol). 1H NMR (400 MHz, CDC3) δ 7.85 (d, J=8.5 Hz, 2H), 6.70-6.97 (m, 2H), 4.41 (s, 1H), 4.34 (s, 1H), 3.68-3.91 (m, 3H), 3.41 (s, 3H), 3.33 (d, J=7.0 Hz, 1H), 3.07-3.29 (m, 4H), 2.91 (d, J=10.5 Hz, 2H), 2.57-2.79 (m, 4H)... Starting materials: CCC(=O)Cl, CC1CN(C2CCN(CCc3ccc(CN)cc3)CC2)c2ccccc21. Yields the product CCC(=O)NCc1ccc(CCN2CCC(N3CC(C)c4ccccc43)CC2)cc1. RXN SMILES: [C:27]([CH2:28][CH3:29])(=[O:30])[Cl:31].[NH2:1][CH2:2][c:3]1[cH:4][cH:5][c:6]([CH2:7][CH2:8][N:9]2[CH2:10][CH2:11][CH:12]([N:15]3[CH2:16][CH:17]([CH3:24])[c:18]4[cH:19][cH:20][cH:21][cH:22][c:23]43)[CH2:13][CH2:14]2)[cH:25][cH:26]1>>[NH:1]([CH2:2][c:3]1[cH:4][cH:5][c:6]([CH2:7][CH2:8][N:9]2[CH2:10][CH2:11][CH:12]([N:15]3[CH2:16][CH:17]([CH3:24])[c:18]4[cH:19][cH:20][cH:21][cH:22][c:23]43)[CH2:13][CH2:14]2)[cH:25][cH:26]1)[C:27]([CH2:28][CH3:29])=[O:30]. Starting materials: CCOC(=O)Cl, Nc1ccc(Oc2ccccc2)cc1, c1ccncc1. The product is CCOC(=O)Nc1ccc(Oc2ccccc2)cc1. Reaction SMILES: [Cl:15][C:16](=[O:17])[O:18][CH2:19][CH3:20].[O:1]([c:2]1[cH:3][cH:4][cH:5][cH:6][cH:7]1)[c:8]1[cH:9][cH:10][c:11]([NH2:14])[cH:12][cH:13]1.[cH:21]1[cH:22][cH:23][n:24][cH:25][cH:26]1>>[O:1]([c:2]1[cH:3][cH:4][cH:5][cH:6][cH:7]1)[c:8]1[cH:9][cH:10][c:11]([NH:14][C:16](=[O:17])[O:18][CH2:19][CH3:20])[cH:12][cH:13]1. Starting materials: N1=CN=C2NC=NC2=C1N[C@@H](C)C1=NC2=C(N1C1CCN(CC1)C(=O)OC(C)(C)C)C=CC=C2 ((S)-tert-butyl 4-(2-(1-(9H-purin-6-ylamino)ethyl)-1H-benzo[d]imidazol-1-yl)piperidine-1-carboxylate), C(=O)(C(F)(F)F)O (TFA). Solvent: C(Cl)Cl (DCM). Reaction conditions: time 2 hour. Product: N1CCC(CC1)N1C(=NC2=C1C=CC=C2)[C@H](C)NC2=C1N=CNC1=NC=N2 ((S)—N-(1-(1-(piperidin-4-yl)-1H-benzo[d]imidazol-2-yl)ethyl)-9H-purin-6-amine). Isolated yield 86.1%. As a reaction SMILES: [N:1]1[C:9]([NH:10][C@H:11]([C:13]2[N:17]([CH:18]3[CH2:23][CH2:22][N:21](C(OC(C)(C)C)=O)[CH2:20][CH2:19]3)[C:16]3[CH:31]=[CH:32][CH:33]=[CH:34][C:15]=3[N:14]=2)[CH3:12])=[C:8]2[C:4]([NH:5][CH:6]=[N:7]2)=[N:3][CH:2]=1.C(O)(C(F)(F)F)=O>C(Cl)Cl>[NH:21]1[CH2:22][CH2:23][CH:18]([N:17]2[C:16]3[CH:31]=[CH:32][CH:33]=[CH:34][C:15]=3[N:14]=[C:13]2[C@@H:11]([NH:10][C:9]2[N:1]=[CH:2][N:3]=[C:4]3[C:8]=2[N:7]=[CH:6][NH:5]3)[CH3:12])[CH2:19][CH2:20]1. Reported procedure: To a solution of 4-{2-[(S)-1-(9H-purin-6-ylamino)ethyl]benzoimidazol-1-yl}piperidine-1-carboxylic acid tertbutyl ester 112 (101 mg, 0.218 mmol) in DCM (3 mL) was added TFA (1 mL) and the mixture was stirred at RT for 2 h. The reaction mixture was loaded onto an Isolute® SCX-2 cartridge which was washed with MeOH and the product eluted with 2M NH3/MeOH. The product containing fractions were combined and concentrated under reduced pressure. The resulting residue was purified by column chromatograp... Reactants: N#CCC(=O)O, CCCCCCCCCCCCCCCCO, CCCCCC, CN(C)c1ccncc1, CCOC(C)=O, C(=NC1CCCCC1)=NC1CCCCC1, ClCCl. Yields the product CCCCCCCCCCCCCCCCOC(=O)CC#N. As a reaction SMILES: [C:33](#[N:34])[CH2:35][C:36](=[O:37])[OH:38].[CH2:1]([CH2:2][CH2:3][CH2:4][CH2:5][CH2:6][CH2:7][CH2:8][CH2:9][CH2:10][CH2:11][CH2:12][CH2:13][CH2:14][CH2:15][CH3:16])[OH:17].[CH3:39][CH2:40][CH2:41][CH2:42][CH2:43][CH3:44].[CH3:45][N:46]([CH3:47])[c:48]1[cH:49][cH:50][n:51][cH:52][cH:53]1.[CH3:57][CH2:58][O:59][C:60](=[O:61])[CH3:62].[CH:18]1([N:19]=[C:20]=[N:21][CH:22]2[CH2:23][CH2:24][CH2:25][CH2:26][CH2:27]2)[CH2:28][CH2:29][CH2:30][CH2:31][CH2:32]1.[Cl:54][CH2:55][Cl:56]>>[CH2:1]([CH2:2][CH2:3][CH2:4][CH2:5][CH2:6][CH2:7][CH2:8][CH2:9][CH2:10][CH2:11][CH2:12][CH2:13][CH2:14][CH2:15][CH3:16])[O:17][C:36]([CH2:35][C:33]#[N:34])=[O:37]. Reactants: COC(CC=1C(=NC=CC1)C#CC1=NC(=NC=C1C(F)(F)F)NC1=CC=C(C=C1)C1CCN(CC1)C(=O)OC(C)(C)C)=O (tert-butyl 4-(4-((4-((3-(2-methoxy-2-oxoethyl)pyridin-2-yl)ethynyl)-5-(trifluoromethyl)pyrimidin-2-yl)amino)phenyl)piperidine-1-carboxylate). Reagents/catalysts: [Pd] (Pd/C). Run in CN(C)C=O (DMF), CN(C)C=O (DMF). Run at time 24 hour. Product: COC(CC=1C(=NC=CC1)CCC1=NC(=NC=C1C(F)(F)F)NC1=CC=C(C=C1)C1CCN(CC1)C(=O)OC(C)(C)C)=O (tert-Butyl 4-(4-((4-(2-(3-(2-methoxy-2-oxoethyl)pyridin-2-yl)ethyl)-5-(trifluoromethyl)pyrimidin-2-yl)amino)phenyl)piperidine-1-carboxylate). Yield: 74.7%. As a reaction SMILES: [CH3:1][O:2][C:3](=[O:43])[CH2:4][C:5]1[C:6]([C:11]#[C:12][C:13]2[C:18]([C:19]([F:22])([F:21])[F:20])=[CH:17][N:16]=[C:15]([NH:23][C:24]3[CH:29]=[CH:28][C:27]([CH:30]4[CH2:35][CH2:34][N:33]([C:36]([O:38][C:39]([CH3:42])([CH3:41])[CH3:40])=[O:37])[CH2:32][CH2:31]4)=[CH:26][CH:25]=3)[N:14]=2)=[N:7][CH:8]=[CH:9][CH:10]=1>CN(C=O)C.[Pd]>[CH3:1][O:2][C:3](=[O:43])[CH2:4][C:5]1[C:6]([CH2:11][CH2:12][C:13]2[C:18]([C:19]([F:22])([F:20])[F:21])=[CH:17][N:16]=[C:15]([NH:23][C:24]3[CH:29]=[CH:28][C:27]([CH:30]4[CH2:35][CH2:34][N:33]([C:36]([O:38][C:39]([CH3:41])([CH3:40])[CH3:42])=[O:37])[CH2:32][CH2:31]4)=[CH:26][CH:25]=3)[N:14]=2)=[N:7][CH:8]=[CH:9][CH:10]=1. Reported procedure: A solution of tert-butyl 4-(4-((4-((3-(2-methoxy-2-oxoethyl)pyridin-2-yl)ethynyl)-5-(trifluoromethyl)pyrimidin-2-yl)amino)phenyl)piperidine-1-carboxylate (I121) (81.5 mg, 0.137 mmol) in DMF (10 mL) was added to a solution of 10% Pd/C (170 mg) in DMF (7 mL). The reaction was stirred at room temperature for 24 hours under an atmosphere of hydrogen. The reaction was filtered through a pad of celite, washimg with EtOAc (100 mL). The solvent was removed in vacuo to afford an oil which was purified on...